From a dataset of the Open Reaction Database (ORD), a public repository of structured organic reaction records. describe an organic reaction: reactants, conditions, products, and yield Reactants: C(C)(C)(C)OC(=O)NC(C=1C=C(OCC2=CC=C(C(=O)OC)C=C2)C=CC1)C1=CC=CC=C1 (methyl 4-((3-(((tert-butoxycarbonyl)amino)(phenyl)methyl)-phenoxy)methyl)benzoate), Cl (hydrogen chloride), O1CCOCC1 (dioxan). The solvent is CO (methanol). Reaction conditions: time 16 hour. Yields the product Cl.NC(C=1C=C(OCC2=CC=C(C(=O)OC)C=C2)C=CC1)C1=CC=CC=C1 (Methyl 4-((3-(amino(phenyl)methyl)phenoxy)methyl)benzoate hydrochloride). Yield: 95.0%. RXN SMILES: C(OC([NH:8][CH:9]([C:28]1[CH:33]=[CH:32][CH:31]=[CH:30][CH:29]=1)[C:10]1[CH:11]=[C:12]([CH:25]=[CH:26][CH:27]=1)[O:13][CH2:14][C:15]1[CH:24]=[CH:23][C:18]([C:19]([O:21][CH3:22])=[O:20])=[CH:17][CH:16]=1)=O)(C)(C)C.[ClH:34].O1CCOCC1>CO>[ClH:34].[NH2:8][CH:9]([C:28]1[CH:29]=[CH:30][CH:31]=[CH:32][CH:33]=1)[C:10]1[CH:11]=[C:12]([CH:25]=[CH:26][CH:27]=1)[O:13][CH2:14][C:15]1[CH:24]=[CH:23][C:18]([C:19]([O:21][CH3:22])=[O:20])=[CH:17][CH:16]=1 |f:4.5|. Reported procedure: To a solution of methyl 4-((3-(((tert-butoxycarbonyl)amino)(phenyl)methyl)-phenoxy)methyl)benzoate (3.21 g, 7.20 mmol) in methanol (36 mL), was added hydrogen chloride in dioxan (4 M, 9.0 mL, 36 mmol). The reaction mixture was stirred at room temperature for 16 hours. The solvent was removed at reduced pressure to afford the title compound (2.65 g, >95%). The reactants are FC1=CC=C(C=C1)C=1C=C(C=NC1)CNCC1OC2=C(C=CC=C2CC1)OC ((2R/S)-2-({[5-(4-fluorophenyl)-pyridin-3ylmethyl]-amino}-methyl)-8-methoxychroman), Br (hydrobromic acid). Product: Br.FC1=CC=C(C=C1)C=1C=C(C=NC1)CNCC1OC2=C(C=CC=C2CC1)O ((2R/S)-2-({[5-(4-fluorophenyl)-pyridin-3ylmethyl]-amino}-methyl)-chroman-8-ol hydrobromide). As a reaction SMILES: [F:1][C:2]1[CH:7]=[CH:6][C:5]([C:8]2[CH:9]=[C:10]([CH2:14][NH:15][CH2:16][CH:17]3[CH2:26][CH2:25][C:24]4[C:19](=[C:20]([O:27]C)[CH:21]=[CH:22][CH:23]=4)[O:18]3)[CH:11]=[N:12][CH:13]=2)=[CH:4][CH:3]=1.[BrH:29]>>[BrH:29].[F:1][C:2]1[CH:7]=[CH:6][C:5]([C:8]2[CH:9]=[C:10]([CH2:14][NH:15][CH2:16][CH:17]3[CH2:26][CH2:25][C:24]4[C:19](=[C:20]([OH:27])[CH:21]=[CH:22][CH:23]=4)[O:18]3)[CH:11]=[N:12][CH:13]=2)=[CH:4][CH:3]=1 |f:2.3|. Reported procedure: Analoguosly to example 2.1, (2R/S)-2-({[5-(4-fluorophenyl)-pyridin-3ylmethyl]-amino}-methyl)-8-methoxychroman is treated with hydrobromic acid to obtain (2R/S)-2-({[5-(4-fluorophenyl)-pyridin-3ylmethyl]-amino}-methyl)-chroman-8-ol hydrobromide. The reactants are Cl.COC(CCN)=O (β-alanine methyl ester hydrochloride), C(C)(=O)Cl (acetyl chloride). Product: COC(CCNC(C)=O)=O (N-acetyl-β-alanine methyl ester). As a reaction SMILES: Cl.[CH3:2][O:3][C:4](=[O:8])[CH2:5][CH2:6][NH2:7].[C:9](Cl)(=[O:11])[CH3:10]>>[CH3:2][O:3][C:4](=[O:8])[CH2:5][CH2:6][NH:7][C:9](=[O:11])[CH3:10] |f:0.1|. Reported procedure: According to scheme II, β-alanine methyl ester hydrochloride 4 is reacted with acetyl chloride giving N-acetyl-β-alanine methyl ester 5 which is reacted with disulfide cystamine 6 upon heating neat at 80° C. giving the tetraamide disulfide product N, N - (Dithiodi-2, 1-ethanediyl bis [3-(acetylamino) propanamide 7. Reductive cleavage of the disulfide bond of 7 with sodium borohydride in methanol gives the unstable thiol 8 which is reacted in situ with an excess of oleoyl chloride 1, giving the t... The reactants are Cl, CCOC(=O)c1sc(N2CCN(CC3CC3(F)F)C2=O)nc1C, [Li+], C1CCOC1, [OH-], O, O. The product is Cc1nc(N2CCN(CC3CC3(F)F)C2=O)sc1C(=O)O. Reaction SMILES: [ClH:27].[F:1][C:2]1([F:23])[CH:3]([CH2:5][N:6]2[C:7](=[O:22])[N:8]([c:11]3[s:12][c:13]([C:17](=[O:18])[O:19][CH2:20][CH3:21])[c:14]([CH3:16])[n:15]3)[CH2:9][CH2:10]2)[CH2:4]1.[Li+:26].[O:28]1[CH2:29][CH2:30][CH2:31][CH2:32]1.[OH-:25].[OH2:24].[OH2:33]>>[F:1][C:2]1([F:23])[CH:3]([CH2:5][N:6]2[C:7](=[O:22])[N:8]([c:11]3[s:12][c:13]([C:17](=[O:18])[OH:19])[c:14]([CH3:16])[n:15]3)[CH2:9][CH2:10]2)[CH2:4]1. The reactants are ClCCl, C1=COCCC1, CC1(C)OC(=O)C(=Cc2ccc(O)cc2)C(=O)O1, Oc1ccccc1, Cc1ccc(S(=O)(=O)[O-])cc1, c1cc[nH+]cc1. Yields the product CC1(C)OC(=O)C(=Cc2ccc(OC3CCCCO3)cc2)C(=O)O1. Reaction SMILES: [Cl:49][CH2:50][Cl:51].[O:8]1[CH2:9][CH2:10][CH2:11][CH:12]=[CH:13]1.[OH:14][c:15]1[cH:16][cH:17][c:18]([CH:19]=[C:20]2[C:21](=[O:29])[O:22][C:23]([CH3:27])([CH3:28])[O:24][C:25]2=[O:26])[cH:30][cH:31]1.[OH:1][c:2]1[cH:3][cH:4][cH:5][cH:6][cH:7]1.[c:32]1([CH3:33])[cH:34][cH:35][c:36]([S:37]([O-:38])(=[O:39])=[O:40])[cH:41][cH:42]1.[nH+:43]1[cH:44][cH:45][cH:46][cH:47][cH:48]1>>[O:8]1[CH2:9][CH2:10][CH2:11][CH2:12][CH:13]1[O:14][c:15]1[cH:16][cH:17][c:18]([CH:19]=[C:20]2[C:21](=[O:29])[O:22][C:23]([CH3:27])([CH3:28])[O:24][C:25]2=[O:26])[cH:30][cH:31]1. The reactants are Cl (hydrogen chloride), Cl (hydrogen chloride), O1CCOCC1 (dioxane), C1(=CC=CC=C1)[C@@H](C)NC=1C2=C(N=CN1)SC1=C2CCN(C1)C(=O)OC(C)(C)C (tert-Butyl 4-{[(1R)-1-phenylethyl]amino}-5,8-dihydropyrido[4′,3′:4,5]thieno[2,3-d]pyrimidine-7(6H)-carboxylate). Solvent: CC(C)O (2-propanol), C(C)(=O)OCC (ethyl acetate). Run at temperature 80 celsius. Yields the product C1(=CC=CC=C1)[C@@H](C)NC=1C2=C(N=CN1)SC1=C2CCNC1 (N-[(1R)-1-Phenylethyl]-5,6,7,8-tetrahydropyrido[4′,3′:4,5]thieno[2,3-d]pyrimidin-4-amine). The yield is 78.6%. Reaction SMILES: [C:1]1([C@H:7]([NH:9][C:10]2[C:11]3[C:18]4[CH2:19][CH2:20][N:21](C(OC(C)(C)C)=O)[CH2:22][C:17]=4[S:16][C:12]=3[N:13]=[CH:14][N:15]=2)[CH3:8])[CH:6]=[CH:5][CH:4]=[CH:3][CH:2]=1.Cl.O1CCOCC1>CC(O)C.C(OCC)(=O)C>[C:1]1([C@H:7]([NH:9][C:10]2[C:11]3[C:18]4[CH2:19][CH2:20][NH:21][CH2:22][C:17]=4[S:16][C:12]=3[N:13]=[CH:14][N:15]=2)[CH3:8])[CH:6]=[CH:5][CH:4]=[CH:3][CH:2]=1. Procedure details: tert-Butyl 4-{[(1R)-1-phenylethyl]amino}-5,8-dihydropyrido[4′,3′:4,5]thieno[2,3-d]pyrimidine-7(6H)-carboxylate from Example 17A (413 mg, 1.00 mmol) was dissolved in 2-propanol (4 mL), and 4 M gaseous hydrogen chloride in dioxane (0.5 mL, 2 mmol) was added. The mixture was heated to 80° C. for 3 h. Further hydrogen chloride solution (0.5 mL) was added, and the mixture was heated to 80° C. for further 30 min. Subsequently, the solution was diluted with ethyl acetate, washed with satd. aqueous sodi...